This data is from the Open Reaction Database (ORD), a public repository of structured organic reaction records. The task is: describe an organic reaction: reactants, conditions, products, and yield Reactants: C, CCC(NC(=O)OCc1ccccc1)C(O[Si](C)(C)C(C)(C)C)C1(C(=O)OC(C)(C)C)CC1, CO, [Pd]. Yields the product CCC1NC(=O)C2(CC2)C1O[Si](C)(C)C(C)(C)C. As a reaction SMILES: [C:36].[CH2:1]([O:2][C:3](=[O:9])[NH:11][CH:12]([CH:13]([O:14][Si:15]([CH3:16])([CH3:17])[C:18]([CH3:19])([CH3:20])[CH3:21])[C:22]1([C:25]([O:4][C:5]([CH3:6])([CH3:7])[CH3:8])=[O:26])[CH2:23][CH2:24]1)[CH2:32][CH3:33])[c:10]1[cH:27][cH:28][cH:29][cH:30][cH:31]1.[CH3:34][OH:35].[Pd:37]>>[NH:11]1[CH:12]([CH2:32][CH3:33])[CH:13]([O:14][Si:15]([CH3:16])([CH3:17])[C:18]([CH3:19])([CH3:20])[CH3:21])[C:22]2([CH2:23][CH2:24]2)[C:25]1=[O:26]. The reactants are CC(=O)O[BH-](OC(C)=O)OC(C)=O, CC(=O)O, CCOC(C)=O, CCC=O, ClCCCl, [Na+], [Na+], [OH-], O=S(=O)(c1cccc2ccccc12)c1n[nH]c2ccc(OC3CCNCC3)cc12. Product: CCCN1CCC(Oc2ccc3[nH]nc(S(=O)(=O)c4cccc5ccccc45)c3c2)CC1. Reaction SMILES: [C:38]([O:39][BH-:40]([O:41][C:42](=[O:43])[CH3:44])[O:45][C:46](=[O:47])[CH3:48])(=[O:49])[CH3:50].[CH3:34][C:35](=[O:36])[OH:37].[CH3:58][CH2:59][O:60][C:61](=[O:62])[CH3:63].[CH:30]([CH2:31][CH3:32])=[O:33].[Cl:54][CH2:55][CH2:56][Cl:57].[Na+:51].[Na+:53].[OH-:52].[c:1]1([S:11](=[O:12])(=[O:13])[c:14]2[n:15][nH:16][c:17]3[cH:18][cH:19][c:20]([O:23][CH:24]4[CH2:25][CH2:26][NH:27][CH2:28][CH2:29]4)[cH:21][c:22]23)[cH:2][cH:3][cH:4][c:5]2[cH:6][cH:7][cH:8][cH:9][c:10]12>>[c:1]1([S:11](=[O:12])(=[O:13])[c:14]2[n:15][nH:16][c:17]3[cH:18][cH:19][c:20]([O:23][CH:24]4[CH2:25][CH2:26][N:27]([CH2:30][CH2:31][CH3:32])[CH2:28][CH2:29]4)[cH:21][c:22]23)[cH:2][cH:3][cH:4][c:5]2[cH:6][cH:7][cH:8][cH:9][c:10]12. The reactants are CCN=C=O, Cc1ccccc1, O=C1NC(c2ccccc2)CN1S(=O)(=O)c1ccc2c(c1)CCN2. The product is CCNC(=O)N1CCc2cc(S(=O)(=O)N3CC(c4ccccc4)NC3=O)ccc21. Reaction SMILES: [CH2:25]([CH3:26])[N:27]=[C:28]=[O:29].[CH3:30][c:31]1[cH:32][cH:33][cH:34][cH:35][cH:36]1.[c:1]1([CH:7]2[NH:8][C:9](=[O:24])[N:10]([S:12](=[O:13])(=[O:14])[c:15]3[cH:16][c:17]4[c:21]([cH:22][cH:23]3)[NH:20][CH2:19][CH2:18]4)[CH2:11]2)[cH:2][cH:3][cH:4][cH:5][cH:6]1>>[c:1]1([CH:7]2[NH:8][C:9](=[O:24])[N:10]([S:12](=[O:13])(=[O:14])[c:15]3[cH:16][c:17]4[c:21]([cH:22][cH:23]3)[N:20]([C:28]([NH:27][CH2:25][CH3:26])=[O:29])[CH2:19][CH2:18]4)[CH2:11]2)[cH:2][cH:3][cH:4][cH:5][cH:6]1. The reactants are [BH4-].[Na+] (Sodium borohydride), [Br-].COC=1C=C2C(=CNC2=CC1)CC=1C=[N+](C=CC1)CC1=CC=CC=C1 (3[(5-methoxy-1H-indol-3-yl)methyl]-1-benzyl-pyridinium bromide). The solvent is CO (methanol). Product: COC=1C=C2C(=CNC2=CC1)CC=1CN(CCC1)CC1=CC=CC=C1 (5-Methoxy-3-(N-benzyl-1,2,5,6-tetrahydro-pyridin-3-ylmethyl)-1H-indole). Reaction SMILES: [BH4-].[Na+].[Br-].[CH3:4][O:5][C:6]1[CH:7]=[C:8]2[C:12](=[CH:13][CH:14]=1)[NH:11][CH:10]=[C:9]2[CH2:15][C:16]1[CH:17]=[N+:18]([CH2:22][C:23]2[CH:28]=[CH:27][CH:26]=[CH:25][CH:24]=2)[CH:19]=[CH:20][CH:21]=1>CO>[CH3:4][O:5][C:6]1[CH:7]=[C:8]2[C:12](=[CH:13][CH:14]=1)[NH:11][CH:10]=[C:9]2[CH2:15][C:16]1[CH2:17][N:18]([CH2:22][C:23]2[CH:24]=[CH:25][CH:26]=[CH:27][CH:28]=2)[CH2:19][CH2:20][CH:21]=1 |f:0.1,2.3|. Procedure: Sodium borohydride in pellets (1.5 g; 0.0396 mol) was added to a cold (0° C.) stirring mixture of 3[(5-methoxy-1H-indol-3-yl)methyl]-1-benzyl-pyridinium bromide (5.8 g; 0,0141 mol) in methanol (130 ml). The reaction mixture was stirred at 0° C. for 2 hours. The product precipitated as a whitepink solid was filtered and washed with cold methanol and dried under vacuum. Starting materials: COC(CCCCCC1=NN(C2=C1CCC2)C2=CC=C(C=C2)NC(C)=O)=O (1-[4-(Acetylamino)-phenyl]-1,4,5,6-tetrahydro-3-cyclopentapyrazole hexanoic acid methyl ester). Run in CO (methanol), [OH-].[Na+] (sodium hydroxide), O (water). Product: C(C)(=O)NC1=CC=C(C=C1)N1N=C(C2=C1CCC2)CCCCCC(=O)O (1-[4-(Acetylamino)-phenyl]-1,4,5,6-tetrahydro-3-cyclopentapyrazole hexanoic acid). Isolated yield 64.0%. RXN SMILES: C[O:2][C:3](=[O:27])[CH2:4][CH2:5][CH2:6][CH2:7][CH2:8][C:9]1[C:13]2[CH2:14][CH2:15][CH2:16][C:12]=2[N:11]([C:17]2[CH:22]=[CH:21][C:20]([NH:23][C:24](=[O:26])[CH3:25])=[CH:19][CH:18]=2)[N:10]=1>CO.[OH-].[Na+].O>[C:24]([NH:23][C:20]1[CH:19]=[CH:18][C:17]([N:11]2[C:12]3[CH2:16][CH2:15][CH2:14][C:13]=3[C:9]([CH2:8][CH2:7][CH2:6][CH2:5][CH2:4][C:3]([OH:27])=[O:2])=[N:10]2)=[CH:22][CH:21]=1)(=[O:26])[CH3:25] |f:2.3|. Procedure details: A solution of the compound of Example 19 (0.13 g) in methanol (7 ml) and 1N sodium hydroxide (3.5 ml) was reacted at 25° C. for 2 hours. The solution was diluted with water, acidified, and the precipitate was extracted into ethyl acetate. The residue from drying and evaporation of solvent was recrystallized from acetonitrile to provide pure title compound (80 mg), m.p. 149°-150° C. Reactants: FC1=C(C=C(C=C1)[N+](=O)[O-])[C@@]12N=C(N(C([C@@H]1[C@H](OC2)C)=O)C)NC(OC(C)(C)C)=O (tert-butyl ((4aS,5R,7aS)-7a-(2-fluoro-5-nitrophenyl)-3,5-dimethyl-4-oxo-3,4,4a,5,7,7a-hexahydrofuro[3,4-d]pyrimidin-2-yl)carbamate), [H][H] (hydrogen). The reagents and catalysts are [Pd] (Pd/C). The solvent is C(C)O (ethanol). Yields the product NC=1C=CC(=C(C1)[C@@]12N=C(N(C([C@@H]1[C@H](OC2)C)=O)C)NC(OC(C)(C)C)=O)F (tert-Butyl ((4aS,5R,7aS)-7a-(5-amino-2-fluorophenyl)-3,5-dimethyl-4-oxo-3,4,4a,5,7,7a-hexahydrofuro[3,4-d]pyrimidin-2-yl)carbamate). The yield is 100.0%. Reaction SMILES: [F:1][C:2]1[CH:7]=[CH:6][C:5]([N+:8]([O-])=O)=[CH:4][C:3]=1[C@:11]12[CH2:19][O:18][C@H:17]([CH3:20])[C@H:16]1[C:15](=[O:21])[N:14]([CH3:22])[C:13]([NH:23][C:24](=[O:30])[O:25][C:26]([CH3:29])([CH3:28])[CH3:27])=[N:12]2.[H][H]>C(O)C.[Pd]>[NH2:8][C:5]1[CH:6]=[CH:7][C:2]([F:1])=[C:3]([C@:11]23[CH2:19][O:18][C@H:17]([CH3:20])[C@H:16]2[C:15](=[O:21])[N:14]([CH3:22])[C:13]([NH:23][C:24](=[O:30])[O:25][C:26]([CH3:28])([CH3:27])[CH3:29])=[N:12]3)[CH:4]=1. Procedure details: A solution of tert-butyl ((4aS,5R,7aS)-7a-(2-fluoro-5-nitrophenyl)-3,5-dimethyl-4-oxo-3,4,4a,5,7,7a-hexahydrofuro[3,4-d]pyrimidin-2-yl)carbamate (1.6 g, 3.77 mmol) in ethanol (30 ml) was hydrogenated over 10% Pd/C (200 mg) at RT under a balloon of hydrogen for 4 h. The catalyst was removed by filtration through Celite-washing with ethanol. The filtrate was evaporated to give the title compound (1.48 g, colourless foam). 1H NMR (400 MHz, CDCl3) δ ppm 1.50 (d, J=6.06 Hz, 3H) 1.54 (s, 9H) 3.29 (s, ... Starting materials: CC(C)(C)OC(=O)N1CC2CC1CN2Cc1ccc(Cl)nc1, O=CO, O. Product: CN1CC2CC1CN2Cc1ccc(Cl)nc1. RXN SMILES: [C:1]([O:2][C:6](=[O:3])[N:8]1[CH:9]2[CH2:10][N:11]([CH2:15][c:16]3[cH:17][n:18][c:19]([Cl:22])[cH:20][cH:21]3)[CH:12]([CH2:13]1)[CH2:14]2)([CH3:4])([CH3:5])[CH3:7].[CH:24]([OH:25])=[O:26].[OH2:23]>>[CH3:6][N:8]1[CH:9]2[CH2:10][N:11]([CH2:15][c:16]3[cH:17][n:18][c:19]([Cl:22])[cH:20][cH:21]3)[CH:12]([CH2:13]1)[CH2:14]2. The reactants are O=C([O-])[O-], Cc1ccccc1, CCO, [Cl-], [Li+], [Na+], [Na+], Cl[Pd]Cl, N#Cc1cnc2c(c1)c(I)cn2S(=O)(=O)c1ccccc1, c1ccc(P(c2ccccc2)c2ccccc2)cc1, c1ccc(P(c2ccccc2)c2ccccc2)cc1, OB(O)c1ccoc1. Yields the product N#Cc1cnc2c(c1)c(-c1ccoc1)cn2S(=O)(=O)c1ccccc1. Reaction SMILES: [C:32](=[O:33])([O-:34])[O-:35].[CH3:79][c:80]1[cH:81][cH:82][cH:83][cH:84][cH:85]1.[CH3:86][CH2:87][OH:88].[Cl-:30].[Li+:31].[Na+:36].[Na+:37].[Pd:38]([Cl:39])[Cl:40].[c:1]1([S:7](=[O:8])(=[O:9])[n:10]2[cH:11][c:12]([I:21])[c:13]3[c:14]2[n:15][cH:16][c:17]([C:19]#[N:20])[cH:18]3)[cH:2][cH:3][cH:4][cH:5][cH:6]1.[c:41]1([P:42]([c:43]2[cH:44][cH:45][cH:46][cH:47][cH:48]2)[c:49]2[cH:50][cH:51][cH:52][cH:53][cH:54]2)[cH:55][cH:56][cH:57][cH:58][cH:59]1.[c:60]1([P:61]([c:62]2[cH:63][cH:64][cH:65][cH:66][cH:67]2)[c:68]2[cH:69][cH:70][cH:71][cH:72][cH:73]2)[cH:74][cH:75][cH:76][cH:77][cH:78]1.[o:22]1[cH:23][c:24]([B:27]([OH:28])[OH:29])[cH:25][cH:26]1>>[c:1]1([S:7](=[O:8])(=[O:9])[n:10]2[cH:11][c:12](-[c:24]3[cH:23][o:22][cH:26][cH:25]3)[c:13]3[c:14]2[n:15][cH:16][c:17]([C:19]#[N:20])[cH:18]3)[cH:2][cH:3][cH:4][cH:5][cH:6]1. Reactants: C=O, Cn1cc(C2=C(c3cn(C)c4cc([N+](=O)[O-])ccc34)C(=O)NC2=O)c2ccccc21, O. Product: Cn1cc(C2=C(c3cn(C)c4cc([N+](=O)[O-])ccc34)C(=O)N(CO)C2=O)c2ccccc21. As a reaction SMILES: [CH2:31]=[O:32].[CH3:1][n:2]1[cH:3][c:4]([C:11]2=[C:15]([c:16]3[cH:17][n:18]([CH3:28])[c:19]4[cH:20][c:21]([N+:25](=[O:26])[O-:27])[cH:22][cH:23][c:24]34)[C:14](=[O:29])[NH:13][C:12]2=[O:30])[c:5]2[cH:6][cH:7][cH:8][cH:9][c:10]12.[OH2:33]>>[CH3:1][n:2]1[cH:3][c:4]([C:11]2=[C:15]([c:16]3[cH:17][n:18]([CH3:28])[c:19]4[cH:20][c:21]([N+:25](=[O:26])[O-:27])[cH:22][cH:23][c:24]34)[C:14](=[O:29])[N:13]([CH2:31][OH:32])[C:12]2=[O:30])[c:5]2[cH:6][cH:7][cH:8][cH:9][c:10]12. The reactants are CO, COC(=O)COc1ccc(-c2nc3c(c(C4CCCCC4)nn3C)c(=O)[nH]2)c(OC)c1, Cl, [Na+], [OH-], O. Product: COc1cc(OCC(=O)O)ccc1-c1nc2c(c(C3CCCCC3)nn2C)c(=O)[nH]1. As a reaction SMILES: [CH3:1][OH:2].[CH:3]1([c:9]2[n:10][n:11]([CH3:33])[c:12]3[n:13][c:14](-[c:19]4[c:20]([O:31][CH3:32])[cH:21][c:22]([O:23][CH2:24][C:25](=[O:26])[O:27][CH3:28])[cH:29][cH:30]4)[nH:15][c:16](=[O:18])[c:17]23)[CH2:4][CH2:5][CH2:6][CH2:7][CH2:8]1.[ClH:36].[Na+:35].[OH-:34].[OH2:37]>>[CH:3]1([c:9]2[n:10][n:11]([CH3:33])[c:12]3[n:13][c:14](-[c:19]4[c:20]([O:31][CH3:32])[cH:21][c:22]([O:23][CH2:24][C:25](=[O:26])[OH:27])[cH:29][cH:30]4)[nH:15][c:16](=[O:18])[c:17]23)[CH2:4][CH2:5][CH2:6][CH2:7][CH2:8]1.